From a dataset of the Open Reaction Database (ORD), a public repository of structured organic reaction records. describe an organic reaction: reactants, conditions, products, and yield Reactants: CCOC(=O)c1ccc(CC#N)cc1OCC, OC(CC1CCCCC1)c1ccccc1N1CCCCC1, Clc1ccccc1Cl, O=S(=O)(O)O. Yields the product CCOC(=O)c1ccc(CC(=O)NC(CC2CCCCC2)c2ccccc2N2CCCCC2)cc1OCC. Reaction SMILES: [CH2:1]([CH3:2])[O:3][c:4]1[c:5]([C:6](=[O:7])[O:8][CH2:9][CH3:10])[cH:11][cH:12][c:13]([CH2:15][C:16]#[N:17])[cH:14]1.[CH:18]1([CH2:24][CH:25]([c:26]2[c:27]([N:32]3[CH2:33][CH2:34][CH2:35][CH2:36][CH2:37]3)[cH:28][cH:29][cH:30][cH:31]2)[OH:38])[CH2:19][CH2:20][CH2:21][CH2:22][CH2:23]1.[Cl:44][c:45]1[cH:46][cH:47][cH:48][cH:49][c:50]1[Cl:51].[S:39]([OH:40])(=[O:41])(=[O:42])[OH:43]>>[CH2:1]([CH3:2])[O:3][c:4]1[c:5]([C:6](=[O:7])[O:8][CH2:9][CH3:10])[cH:11][cH:12][c:13]([CH2:15][C:16]([NH:17][CH:25]([CH2:24][CH:18]2[CH2:19][CH2:20][CH2:21][CH2:22][CH2:23]2)[c:26]2[c:27]([N:32]3[CH2:33][CH2:34][CH2:35][CH2:36][CH2:37]3)[cH:28][cH:29][cH:30][cH:31]2)=[O:40])[cH:14]1. The reactants are solution, CC(=O)C.OS(=O)(=O)O.O=[Cr](=O)=O (Jones reagent), C(C)OC(=O)C1=NN2C(C(=CC=C2)CO)=C1 (4-hydroxymethylpyrazolo[1,5-a]pyridine-2-carboxylic acid ethyl ester), CC(=O)C (acetone). The solvent is C(C)(C)O (isopropanol). Run at time 20 minute. The product is CCOC(=O)C1=NN2C(C(=CC=C2)C(=O)O)=C1 (Pyrazolo[1,5-a]pyridine-2,4-dicarboxylic acid 2-ethyl ester). RXN SMILES: CC(C)=[O:3].OS(O)(=O)=O.O=[Cr](=O)=O.[CH2:14]([O:16][C:17]([C:19]1[CH:29]=[C:22]2[C:23]([CH2:27][OH:28])=[CH:24][CH:25]=[CH:26][N:21]2[N:20]=1)=[O:18])[CH3:15].CC(C)=O>C(O)(C)C>[CH3:15][CH2:14][O:16][C:17]([C:19]1[CH:29]=[C:22]2[C:23]([C:27]([OH:3])=[O:28])=[CH:24][CH:25]=[CH:26][N:21]2[N:20]=1)=[O:18] |f:0.1.2|. Reported procedure: A 2.65 M solution of the Jones reagent (28 mL) is added dropwise over 40 min to a solution of 4-hydroxymethylpyrazolo[1,5-a]pyridine-2-carboxylic acid ethyl ester (5.30 g, 24.1 mmol) and acetone (240 mL) under air cooled by a water bath. After 20 min, isopropanol (3 mL) is added dropwise. After stirring for 30 min, the blue-green mixture is filtered (acetone rinse). The organics are concentrated under reduced pressure. The residue is dissolved in water. Et2O is added and the mixture is stirred f... The reactants are [H-].[Na+] (sodium hydride), solution, ClC1=NC=CN=C1C(=O)OC (methyl 2-chloropyrazine-3-carboxylate), CN(C=O)C (N,N-dimethylformamide), CC1(OC2=C(NC1)C=C(C=C2)[N+](=O)[O-])C (3,4-dihydro-2,2-dimethyl-6-nitro-2H-1,4-benzoxazine), CN(C=O)C (N,N-dimethylformamide). Run in ice water. Reaction conditions: time 30 minute. Product: CC1(OC2=C(N(C1)C(=O)C=1C(=NC=CN1)OC)C=C(C=C2)[N+](=O)[O-])C (3,4-dihydro-2,2-dimethyl-4-(2-methoxy-3-pyrazinyl)carbonyl-6-nitro-2H-1,4-benzoxazine). As a reaction SMILES: [CH3:1][C:2]1([CH3:15])[CH2:7][NH:6][C:5]2[CH:8]=[C:9]([N+:12]([O-:14])=[O:13])[CH:10]=[CH:11][C:4]=2[O:3]1.[H-].[Na+].Cl[C:19]1[C:24]([C:25]([O:27]C)=O)=[N:23][CH:22]=[CH:21][N:20]=1.CN(C)[CH:31]=[O:32]>>[CH3:1][C:2]1([CH3:15])[CH2:7][N:6]([C:25]([C:24]2[C:19]([O:32][CH3:31])=[N:20][CH:21]=[CH:22][N:23]=2)=[O:27])[C:5]2[CH:8]=[C:9]([N+:12]([O-:14])=[O:13])[CH:10]=[CH:11][C:4]=2[O:3]1 |f:1.2|. Reported procedure: In 40 ml of N,N-dimethylformamide was dissolved 3.33 g of 3,4-dihydro-2,2-dimethyl-6-nitro-2H-1,4-benzoxazine followed by addition of 0.77 g of sodium hydride. The mixture was stirred at room temperature for 30 minutes and ice-cooled. Then, 6 ml of a solution of 2.76 g of methyl 2-chloropyrazine-3-carboxylate in N,N-dimethylformamide was added dropwise at a temperature not exceeding 5° C. The reaction mixture was then stirred at room temperature for 3.5 hours, at the end of which time it was pou... Reactants: ClC1=C(CCl)C=CC=C1Cl (2,3-Dichlorobenzylchloride), [C-]#N.[Na+] (NaCN). Solvent: CS(=O)C (DMSO), O (water). Conditions: time 16 hour. The product is ClC1=C(C=CC=C1Cl)CC#N (2-(2,3-dichlorophenyl)acetonitrile). As a reaction SMILES: [Cl:1][C:2]1[C:9]([Cl:10])=[CH:8][CH:7]=[CH:6][C:3]=1[CH2:4]Cl.[C-:11]#[N:12].[Na+]>CS(C)=O.O>[Cl:1][C:2]1[C:9]([Cl:10])=[CH:8][CH:7]=[CH:6][C:3]=1[CH2:4][C:11]#[N:12] |f:1.2|. Procedure: 2,3-Dichlorobenzylchloride (5.0 g, 25.5 mmol) was dissolved in 100 ml DMSO. 9.2 g NaCN (188 mmol) were added and the mixture stirred at room temperature for 16 hours. The reaction mixture was diluted with water, and the product extracted with ether. The organic layers were washed with water (2×) and brine, then dried over magnesium sulfate, filtered and concentrated. The product was used as. Crude yield˜quantitative. An analytical sample was purified by column chromatography on silica, using a g... Reactants: C(C)(C)(C)OC(=O)N1CC2CC(CC(C1)C2)C(=O)[O-] (3-(tert-butoxycarbonyl)-3-azabicyclo[3.3.1]nonane-7-carboxylate), O1C(=CC=C1)[Li] (2-furanyllithium), O1C=CC=C1 (furan), [Li]CCCC (n-BuLi), C[Al](C)C (trimethylaluminum), Cl.CNOC (N,O-dimethylhydroxylamine hydrochloride). Run in C1CCOC1 (THF), C1CCOC1 (THF), C1CCOC1 (THF). Conditions: temperature -10 celsius, time 10 minute. Product: O1C(=CC=C1)[Li] (2-furanyllithium), O1C(=CC=C1)C(=O)C1CC2CN(CC(C1)C2)C(=O)OC(C)(C)C (2-furanyl(3-(tert-butoxycarbonyl)-3-azabicyclo[3.3.1]non-7-yl)methanone). Isolated yield 16.0%. As a reaction SMILES: Cl.CNOC.C[Al](C)C.[C:10]([O:14][C:15]([N:17]1[CH2:24][CH:23]2[CH2:25][CH:19]([CH2:20][CH:21]([C:26]([O-])=[O:27])[CH2:22]2)[CH2:18]1)=[O:16])([CH3:13])([CH3:12])[CH3:11].[O:29]1[CH:33]=[CH:32][CH:31]=[C:30]1[Li:34].[O:35]1[CH:39]=[CH:38][CH:37]=[CH:36]1.[Li]CCCC>C1COCC1>[O:29]1[CH:33]=[CH:32][CH:31]=[C:30]1[Li:34].[O:35]1[CH:39]=[CH:38][CH:37]=[C:36]1[C:26]([CH:21]1[CH2:20][CH:19]2[CH2:25][CH:23]([CH2:24][N:17]([C:15]([O:14][C:10]([CH3:11])([CH3:12])[CH3:13])=[O:16])[CH2:18]2)[CH2:22]1)=[O:27] |f:0.1|. Procedure details: To a suspension of N,O-dimethylhydroxylamine hydrochloride (0.068 g 0.70 mmol) in anhydrous THF (3 mL) was added trimethylaluminum (2.0 M solution in toluene, 0.35 mL, 0.70 mmol) at −10° C. After stirring for 10 min at −10° C., a solution of methyl (3-(tert-butoxycarbonyl)-3-azabicyclo[3.3.1]nonane-7-carboxylate (0.100 g, 0.353 mmol) in THF (1 mL) was added. The reaction mixture was warmed to ambient temperature and stirred for 1 h. The reaction was then cooled to −70° C. and was treated with a ... The reagents and catalysts are [Cl-].C(C1=CC=CC=C1)[N+](C)(C)C (benzyltrimethylammonium chloride). Run in C(C)(C)O (isopropanol). As a reaction SMILES: [C:1]1(=[O:11])[NH:5][C:4](=[O:6])[C:3]2=[CH:7][CH:8]=[CH:9][CH:10]=[C:2]12.[K].[CH2:13]([C@@H:15]1[O:17][CH2:16]1)Cl>[Cl-].C([N+](C)(C)C)C1C=CC=CC=1.C(O)(C)C>[CH2:13]([C:10]1[CH:9]=[CH:8][CH:7]=[C:3]2[C:4]([NH:5][C:1](=[O:11])[C:2]=12)=[O:6])[C@H:15]1[O:17][CH2:16]1 |f:0.1,3.4,^1:11|. Reactants: C1(C=2C(C(N1)=O)=CC=CC2)=O.[K] (potassium phthalimide), C(Cl)[C@H]1CO1 ((R)-epichlorohydrin). The yield is 83.1%. Procedure: Into a reaction vessel were put potassium phthalimide (50.0 g, 0.27 mol), benzyltrimethylammonium chloride 5.00 g, 0.027 mol) and isopropanol (500 ml), and the mixture was cooled to 10° C. Thereto was added (R)-epichlorohydrin (74.9 g, 0.81 mol) and the mixture was stirred for 46 hours while being cooled. The solvent was removed and to the residue was added ethyl acetate (250 ml). The mixture was washed with water (250 ml), and then ethyl acetate was removed to give crude (R)-glycidylphthalimide... Reaction conditions: time 46 hour. Product: C([C@@H]1CO1)C1=C2C(C(=O)NC2=O)=CC=C1 ((R)-glycidylphthalimide). Reaction SMILES: [CH3:1][O:2][C:3]1[CH:8]=[CH:7][CH:6]=[CH:5][C:4]=1[NH:9][S:10]([CH3:13])(=[O:12])=[O:11].[Cl:14][CH2:15][CH2:16][CH2:17][CH2:18][C:19](Cl)=[O:20]>>[Cl:14][CH2:15][CH2:16][CH2:17][CH2:18][C:19]([C:6]1[CH:7]=[CH:8][C:3]([O:2][CH3:1])=[C:4]([NH:9][S:10]([CH3:13])(=[O:12])=[O:11])[CH:5]=1)=[O:20]. Reactants: COC1=C(C=CC=C1)NS(=O)(=O)C (N-(2-methoxyphenyl)methanesulfonamide), ClCCCCC(=O)Cl (5-chlorovaleryl chloride). Product: ClCCCCC(=O)C=1C=CC(=C(C1)NS(=O)(=O)C)OC (N-[5-(5-Chloropentanoyl)-2-methoxyphenyl]methanesulfonamide). Procedure details: Using N-(2-methoxyphenyl)methanesulfonamide (10.0 g) and 5-chlorovaleryl chloride (7.06 ml) according to the same method as that of Reference Example 1, the title compound (9.15 g) was obtained as colorless crystals.